The task is: describe an organic reaction: reactants, conditions, products, and yield. This data is from the Open Reaction Database (ORD), a public repository of structured organic reaction records. Yields the product OC(C(=O)O)C(C(=O)O)O.C(C)C1(OCCC2=C1C=C(C(=C2)OC)OC)CCN(C)CCOC(C2=CC=C(C=C2)F)C2=CC=C(C=C2)F (1-ethyl-N-[2-[bis(4-fluorophenyl)methoxy]ethyl]-3,4-dihydro-6,7-dimethoxyN-methyl-1H-2-benzopyran-1-ethanamine (±)-2,3-dihydroxybutanedioate). Reaction SMILES: [CH2:1]([C:3]1([CH2:17][CH2:18][NH:19][CH3:20])[C:8]2[CH:9]=[C:10]([O:15][CH3:16])[C:11]([O:13][CH3:14])=[CH:12][C:7]=2[CH2:6][CH2:5][O:4]1)[CH3:2].ClCC[CH:24]([C:32]1[CH:37]=[CH:36][C:35]([F:38])=[CH:34][CH:33]=1)[C:25]1[CH:30]=[CH:29][C:28]([F:31])=[CH:27][CH:26]=1.[C:39](=[O:42])([O-:41])[O-:40].[K+].[K+].[OH2:45].[CH3:46]N(C)[CH:48]=[O:49]>>[OH:15][CH:10]([CH:48]([OH:49])[C:39]([OH:41])=[O:40])[C:11]([OH:13])=[O:45].[CH2:1]([C:3]1([CH2:17][CH2:18][N:19]([CH2:46][CH2:39][O:42][CH:24]([C:25]2[CH:26]=[CH:27][C:28]([F:31])=[CH:29][CH:30]=2)[C:32]2[CH:33]=[CH:34][C:35]([F:38])=[CH:36][CH:37]=2)[CH3:20])[C:8]2[CH:9]=[C:10]([O:15][CH3:16])[C:11]([O:13][CH3:14])=[CH:12][C:7]=2[CH2:6][CH2:5][O:4]1)[CH3:2] |f:2.3.4,7.8|. Starting materials: O (water), C(C)C1(OCCC2=C1C=C(C(=C2)OC)OC)CCNC (1-ethyl-3,4-dihydro-6,7-dimethoxy-N-methyl-1H-2-benzopyran-1-ethanamine), ClCCC(C1=CC=C(C=C1)F)C1=CC=C(C=C1)F ([1-(2-chloroethyl)]-bis-(4-fluorophenyl)methane), C([O-])([O-])=O.[K+].[K+] (potassium carbonate), CN(C=O)C (dimethylformamide). Isolated yield 55.0%. Procedure: A mixture of 45 g of 1-ethyl-3,4-dihydro-6,7-dimethoxy-N-methyl-1H-2-benzopyran-1-ethanamine, 50 g of [1-(2-chloroethyl)]-bis-(4-fluorophenyl)methane, and 24.5 g of potassium carbonate in 500 ml of dimethylformamide was heated at 120°-140° C. for 2 h. The mixture was hydrolyzed with 1 l of water, extracted twice with 300 ml of diethylether and the organic phase was washed with water, dried and evaporated. The crude base was converted into the (±)-tartrate with (±)-tartaric acid in ethylacetate t... Reactants: solution, [Li]CCCC (nBuLi), O1CCC(CC1)=O (dihydro-2H-pyran-4(3H)-one), C(=O)=O (dry ice), C(=O)=O (dry ice), CC1(NC(CCC1)(C)C)C (2,2,6,6-tetramethylpiperidine), FC1=NC=CN=C1 (2-fluoropyrazine). Solvent: C1CCOC1 (THF), CCCCCC (hexane), C1CCOC1 (THF). Reaction conditions: temperature 0 celsius, time 10 minute. Product: FC=1C(=NC=CN1)C1(CCOCC1)O (4-(3-FLUOROPYRAZIN-2-YL)TETRAHYDRO-2H-PYRAN-4-OL). Reaction SMILES: [Li]CCCC.CC1(C)CCCC(C)(C)N1.C(=O)=O.[F:19][C:20]1[CH:25]=[N:24][CH:23]=[CH:22][N:21]=1.[O:26]1[CH2:31][CH2:30][C:29](=[O:32])[CH2:28][CH2:27]1>C1COCC1.CCCCCC>[F:19][C:20]1[C:25]([C:29]2([OH:32])[CH2:30][CH2:31][O:26][CH2:27][CH2:28]2)=[N:24][CH:23]=[CH:22][N:21]=1. Procedure: A 2.5M solution of nBuLi (4.49 mL, 11.22 mmol)/hexane in THF (3 mL) was first cooled to −78° C. To the cooled solution was added dropwise, 2,2,6,6-tetramethylpiperidine (2.065 mL, 12.24 mmol). The dry ice bath was then switched to a 0° C. bath. The reaction mixture was stirred for 10 min at 0° C. and then the dry ice bath was switched back to recool the reaction mixture to −78° C. To the cooled solution was added 2-fluoropyrazine (1 g, 10.20 mmol), dropwise. After 5 min of stirring at −78° C., a... Reactants: C(C)OC1=NC2=C(N1CC1=CC=C(C=C1)C1=C(C=CC=C1)C=1NOC(N1)=O)C(=CC=C2)C(=O)OC (Methyl 2-ethoxy-1-[[2'-(2,5-dihydro-5-oxo-1,2,4-oxadiazol-3-yl)biphenyl-4-yl]methyl]benzimidazole-7-carboxylate), [OH-].[Na+] (NaOH), Cl (HCl). The solvent is methan61. Conditions: temperature 60 celsius, time 2 hour. Yields the product C(C)OC1=NC2=C(N1CC1=CC=C(C=C1)C1=C(C=CC=C1)C=1NOC(N1)=O)C(=CC=C2)C(=O)O (2-Ethoxy-1-[[2'-(2,5-dihydro-5-oxo-1,2,4-oxadiazol-3-yl)biphenyl4-yl]methyl]benzimidazole-7-carboxylic acid). Isolated yield 54.8%. Reaction SMILES: [CH2:1]([O:3][C:4]1[N:8]([CH2:9][C:10]2[CH:15]=[CH:14][C:13]([C:16]3[CH:21]=[CH:20][CH:19]=[CH:18][C:17]=3[C:22]3[NH:23][O:24][C:25](=[O:27])[N:26]=3)=[CH:12][CH:11]=2)[C:7]2[C:28]([C:32]([O:34]C)=[O:33])=[CH:29][CH:30]=[CH:31][C:6]=2[N:5]=1)[CH3:2].[OH-].[Na+].Cl>>[CH2:1]([O:3][C:4]1[N:8]([CH2:9][C:10]2[CH:11]=[CH:12][C:13]([C:16]3[CH:21]=[CH:20][CH:19]=[CH:18][C:17]=3[C:22]3[NH:23][O:24][C:25](=[O:27])[N:26]=3)=[CH:14][CH:15]=2)[C:7]2[C:28]([C:32]([OH:34])=[O:33])=[CH:29][CH:30]=[CH:31][C:6]=2[N:5]=1)[CH3:2] |f:1.2|. Procedure details: A mixture of the compound (0.47 g) obtained in Example (54h) and 1N NaOH (3 ml) in methan61 (3 ml) was heated for 30 minutes under reflux. The reaction mixture was adjusted to pH 3-4 with 1N HCl. Resulting crystalline precipitates were collected by filtration and recrystallized from ethyl acetate--hexane. The crystals were suspended in water (2 ml), and the suspension was stirred for 2 hours at 60° C. Insoluble materials were collected by filtration and dried to afford colorless crystals (0.25 g... Reactants: COC1=CC=2C(C[C@@H]3[C@H](CC[C@@]4(C5(CC[C@@H]34)OCCO5)CC)C2C=C1)C (3-methoxy-17,17-ethylenedioxy-6-methyl-13-ethylgona-1,3,5(10)-triene), Cl (hydrochloric acid). Run in CO (methanol). Product: COC1=CC=2C(C[C@@H]3[C@H](CC[C@@]4(C(CC[C@@H]34)=O)CC)C2C=C1)C (3-methoxy-6-methyl-13-ethylgona-1,3,5(10)-trien-17-one). The yield is 92.4%. As a reaction SMILES: [CH3:1][O:2][C:3]1[CH:25]=[CH:24][C:23]2[C@H:9]3[CH2:10][CH2:11][C@@:12]4([CH2:21][CH3:22])[C@H:16]([C@@H:8]3[CH2:7][CH:6]([CH3:26])[C:5]=2[CH:4]=1)[CH2:15][CH2:14][C:13]14OCC[O:17]1.Cl>CO>[CH3:1][O:2][C:3]1[CH:25]=[CH:24][C:23]2[C@H:9]3[CH2:10][CH2:11][C@@:12]4([CH2:21][CH3:22])[C@H:16]([C@@H:8]3[CH2:7][CH:6]([CH3:26])[C:5]=2[CH:4]=1)[CH2:15][CH2:14][C:13]4=[O:17]. Reported procedure: Suspend the foregoing dl-3-methoxy-17,17-ethylenedioxy-6-methyl-13-ethylgona-1,3,5(10)-triene (9.0 g) in methanol (200 cc) and concentrated hydrochloric acid (5.0 cc) and heat on the steam bath for 15 minutes. Remove the solvent under vacuum, partition the residue between ether and aqueous sodium bicarbonate and isolate the product. Recrystallize from methanol to obtain the dl-3-methoxy-6-methyl-13-ethylgona-1,3,5(10)-trien-17-one (7.29 g), m.p. 115°-123°C. Recrystallize a small portion to obtai... Reactants: COCCC(=O)O, CCN=C=NCCCN(C)C, CN(C)c1ccncc1, CCOC(C)=O, Cl, O=C1OC(Cn2ccnn2)CN1c1ccc(-c2ccc(C3=NOC(CO)C3)nc2)c(F)c1, CN(C)C=O. Product: COCCCC(=O)OCC1CC(c2ccc(-c3ccc(N4CC(Cn5ccnn5)OC4=O)cc3F)cn2)=NO1. As a reaction SMILES: [CH3:33][O:34][CH2:35][CH2:36][C:37]([OH:38])=[O:39].[CH3:41][N:42]([CH3:43])[CH2:44][CH2:45][CH2:46][N:47]=[C:48]=[N:49][CH2:50][CH3:51].[CH3:57][N:58]([CH3:59])[c:60]1[cH:61][cH:62][n:63][cH:64][cH:65]1.[CH3:66][CH2:67][O:68][C:69](=[O:70])[CH3:71].[ClH:40].[F:1][c:2]1[cH:3][c:4]([N:21]2[C:22](=[O:32])[O:23][CH:24]([CH2:26][n:27]3[n:28][n:29][cH:30][cH:31]3)[CH2:25]2)[cH:5][cH:6][c:7]1-[c:8]1[cH:9][n:10][c:11]([C:14]2=[N:15][O:16][CH:17]([CH2:19][OH:20])[CH2:18]2)[cH:12][cH:13]1.[O:52]=[CH:53][N:54]([CH3:55])[CH3:56]>>[F:1][c:2]1[cH:3][c:4]([N:21]2[C:22](=[O:32])[O:23][CH:24]([CH2:26][n:27]3[n:28][n:29][cH:30][cH:31]3)[CH2:25]2)[cH:5][cH:6][c:7]1-[c:8]1[cH:9][n:10][c:11]([C:14]2=[N:15][O:16][CH:17]([CH2:19][O:20][C:53]([CH2:37][CH2:36][CH2:35][O:34][CH3:33])=[O:52])[CH2:18]2)[cH:12][cH:13]1.